Task: describe an organic reaction: reactants, conditions, products, and yield. Dataset: the Open Reaction Database (ORD), a public repository of structured organic reaction records Reactants: [N+](=O)([O-])[O-].[Na+] (sodium nitrate), BrC=1C=C(C=O)C=CC1Cl (3-bromo-4-chlorobenzaldehyde). The solvent is S(O)(O)(=O)=O (sulphuric acid), ice water. Conditions: time 7 hour. Yields the product BrC=1C(=CC(=C(C=O)C1)[N+](=O)[O-])Cl (5-Bromo-4-chloro-2-nitrobenzaldehyde). Yield: 47.8%. Reaction SMILES: [N+:1]([O-:4])([O-])=[O:2].[Na+].[Br:6][C:7]1[CH:8]=[C:9]([CH:12]=[CH:13][C:14]=1[Cl:15])[CH:10]=[O:11]>S(=O)(=O)(O)O>[Br:6][C:7]1[C:14]([Cl:15])=[CH:13][C:12]([N+:1]([O-:4])=[O:2])=[C:9]([CH:8]=1)[CH:10]=[O:11] |f:0.1|. Procedure details: To a mixture of sulphuric acid (40 ml) and sodium nitrate (2.66 g, 31.3 mM) at 0°-5° C. was added 3-bromo-4-chlorobenzaldehyde (6.25 g, 28.5 mM). The resulting mixture was stirred at room temperature for 7 h and then diluted with ice water (300 ml). The precipitated solids were filtered, washed with water and dried to give a powder. Recrystallization of this material from the mixture of isopropanol and water (2:1) provided the title 2-nitrobenzaldehyde 1f (3.6 g, 51.5%) as a light yellow powder,...